From a dataset of the Open Reaction Database (ORD), a public repository of structured organic reaction records. describe an organic reaction: reactants, conditions, products, and yield The reactants are C(C)(C)(C)NC(=O)N (N-tert-butylurea), OC=1C=CC(=C2C3CCCCC3C(C12)=O)C (8-hydroxy-5-methyl-1,2,3,4,4a,9a-hexahydro-9-fluorenone), S(O)(O)(=O)=O (sulfuric acid), C(C)(C)(C)NC(=O)N (N-tert-butylurea). Solvent: O (water), O (water). Conditions: temperature 90 celsius. Yields the product C(C)(C)(C)C1=CC(=C2C3CCCCC3C(C2=C1O)=O)C (7-tert-butyl-8-hydroxy-5-methyl-1,2,3,4,4a,9a-hexahydro-9-fluorenone). The yield is 78.1%. Reaction SMILES: [OH:1][C:2]1[CH:3]=[CH:4][C:5]([CH3:16])=[C:6]2[C:14]=1[C:13](=[O:15])[CH:12]1[CH:7]2[CH2:8][CH2:9][CH2:10][CH2:11]1.S(=O)(=O)(O)O.[C:22](NC(N)=O)([CH3:25])([CH3:24])[CH3:23]>O>[C:22]([C:3]1[C:2]([OH:1])=[C:14]2[C:6]([CH:7]3[CH:12]([C:13]2=[O:15])[CH2:11][CH2:10][CH2:9][CH2:8]3)=[C:5]([CH3:16])[CH:4]=1)([CH3:25])([CH3:24])[CH3:23]. Reported procedure: To 20 g of 8-hydroxy-5-methyl-1,2,3,4,4a,9a-hexahydro-9-fluorenone were added 200 ml of water and 200 ml of concentrated sulfuric acid and the mixture was stirred with heating at 90° C. At the same temperature, thereto was gradually added 53.71 g of N-tert-butylurea, followed by stirring with heating for 14 hours. Then, 10 g of N-tert-butylurea was further added, followed by further stirring at 90° C. for 5 hours. The reaction mixture was poured into 2 liters of water and extracted with chlorofo... Starting materials: C(C)(C)(C)OC(=O)NC1=NC(=NS1)CC(=O)OCC (Ethyl α-(5-t-butoxycarbonylamino-1,2,4-thiadiazol-3-yl)acetate), C(CCCCCC)=O (n-heptanal). Yields the product C(C)(C)(C)OC(=O)NC1=NC(=NS1)C(C(CCCCCC)O)C(=O)OCC (Ethyl α-(5-t-butoxycarbonylamino-1,2,4-thiadiazol-3-yl)-β-hydroxyoctanecarboxylate). Reaction SMILES: [C:1]([O:5][C:6]([NH:8][C:9]1[S:13][N:12]=[C:11]([CH2:14][C:15]([O:17][CH2:18][CH3:19])=[O:16])[N:10]=1)=[O:7])([CH3:4])([CH3:3])[CH3:2].[CH:20](=[O:27])[CH2:21][CH2:22][CH2:23][CH2:24][CH2:25][CH3:26]>>[C:1]([O:5][C:6]([NH:8][C:9]1[S:13][N:12]=[C:11]([CH:14]([C:15]([O:17][CH2:18][CH3:19])=[O:16])[CH:20]([OH:27])[CH2:21][CH2:22][CH2:23][CH2:24][CH2:25][CH3:26])[N:10]=1)=[O:7])([CH3:4])([CH3:3])[CH3:2]. Procedure: 1.0 g (3.5 mMol) of product from Example 28 were reacted with 1.46 ml (~10 mMol) of n-heptanal in the manner described in Example 29. Yield of erythro/threo mixture of the title compound: 1.4 g.